The task is: describe an organic reaction: reactants, conditions, products, and yield. This data is from the Open Reaction Database (ORD), a public repository of structured organic reaction records. The reactants are O (water), C(C1=CC=CC=C1)N(C1=NC=NC(=C1[N+](=O)[O-])Cl)CC1=CC=CC=C1 (N,N-dibenzyl-6-chloro-5-nitropyrimidin-4-amine), TEA, NC=1C=C(C=CC1)NC(OC(C)(C)C)=O (tert-butyl 3-aminophenylcarbamate). Solvent: O1CCOCC1 (dioxane). Run at temperature 70 celsius. Yields the product C(C1=CC=CC=C1)N(C1=C(C(=NC=N1)NC=1C=C(C=CC1)NC(OC(C)(C)C)=O)[N+](=O)[O-])CC1=CC=CC=C1 (tert-Butyl 3-(6-(dibenzylamino)-5-nitropyrimidin-4-ylamino)phenylcarbamate). The yield is 88.7%. Reaction SMILES: [CH2:1]([N:8]([CH2:19][C:20]1[CH:25]=[CH:24][CH:23]=[CH:22][CH:21]=1)[C:9]1[C:14]([N+:15]([O-:17])=[O:16])=[C:13](Cl)[N:12]=[CH:11][N:10]=1)[C:2]1[CH:7]=[CH:6][CH:5]=[CH:4][CH:3]=1.[NH2:26][C:27]1[CH:28]=[C:29]([NH:33][C:34](=[O:40])[O:35][C:36]([CH3:39])([CH3:38])[CH3:37])[CH:30]=[CH:31][CH:32]=1.O>O1CCOCC1>[CH2:1]([N:8]([CH2:19][C:20]1[CH:25]=[CH:24][CH:23]=[CH:22][CH:21]=1)[C:9]1[N:10]=[CH:11][N:12]=[C:13]([NH:26][C:27]2[CH:28]=[C:29]([NH:33][C:34](=[O:40])[O:35][C:36]([CH3:38])([CH3:37])[CH3:39])[CH:30]=[CH:31][CH:32]=2)[C:14]=1[N+:15]([O-:17])=[O:16])[C:2]1[CH:7]=[CH:6][CH:5]=[CH:4][CH:3]=1. Procedure: To a solution of N,N-dibenzyl-6-chloro-5-nitropyrimidin-4-amine (1) (7.0 g, 19.7 mmol) and TEA (5.5 mL, 40 mmol) in dioxane (100 mL) was added tert-butyl 3-aminophenylcarbamate (4.2 g, 20.0 mmol). The reaction mixture was heated to 70° C. for 6 hrs under N2. After the reaction was cooled down to room temperature, water (150 mL) was introduced. The layers were separated and the aqueous layer was extracted with EtOAc (50 mL×2). The combined organic layer was washed with water (150 mL×2) and brine ...